Dataset: the Open Reaction Database (ORD), a public repository of structured organic reaction records. Task: describe an organic reaction: reactants, conditions, products, and yield Starting materials: Br, Br, C1NCC2=C1CNC2, CC#N, Nc1c(F)c(F)c(F)c2c1c(=O)c(C(=O)O)cn2C1CC1. Reaction SMILES: [BrH:22].[BrH:23].[C:24]12=[C:28]([CH2:27][NH:26][CH2:25]1)[CH2:29][NH:30][CH2:31]2.[CH3:32][C:33]#[N:34].[NH2:1][c:2]1[c:3]2[c:4](=[O:21])[c:5]([C:18](=[O:19])[OH:20])[cH:6][n:7]([CH:15]3[CH2:16][CH2:17]3)[c:8]2[c:9]([F:14])[c:10]([F:13])[c:11]1[F:12]>>[NH2:1][c:2]1[c:3]2[c:4](=[O:21])[c:5]([C:18](=[O:19])[OH:20])[cH:6][n:7]([CH:15]3[CH2:16][CH2:17]3)[c:8]2[c:9]([F:14])[c:10]([N:26]2[CH2:25][C:24]3=[C:28]([CH2:27]2)[CH2:29][NH:30][CH2:31]3)[c:11]1[F:12]. Product: Nc1c(F)c(N2CC3=C(CNC3)C2)c(F)c2c1c(=O)c(C(=O)O)cn2C1CC1. Starting materials: BrCC=C(CCC=C(C)C)C (1-bromo-3,7-dimethyl-2,6-octadiene), OC1=CC=C2CCCOC2=C1 (7-hydroxy-chromane). Product: CC(=CCOC1=CC=C2CCCOC2=C1)CCC=C(C)C (7-(3,7-dimethyl-2,6-octadienyloxy)-chromane). As a reaction SMILES: Br[CH2:2][CH:3]=[C:4]([CH3:11])[CH2:5][CH2:6][CH:7]=[C:8]([CH3:10])[CH3:9].[OH:12][C:13]1[CH:22]=[C:21]2[C:16]([CH2:17][CH2:18][CH2:19][O:20]2)=[CH:15][CH:14]=1>>[CH3:11][C:4]([CH2:5][CH2:6][CH:7]=[C:8]([CH3:10])[CH3:9])=[CH:3][CH2:2][O:12][C:13]1[CH:22]=[C:21]2[C:16]([CH2:17][CH2:18][CH2:19][O:20]2)=[CH:15][CH:14]=1. Procedure details: Following the procedure of Example 1, 1-bromo-3,7-dimethyl-2,6-octadiene and 7-hydroxy-chromane are reacted to form 7-(3,7-dimethyl-2,6-octadienyloxy)-chromane; nD20 = 1.5359.